Dataset: the Open Reaction Database (ORD), a public repository of structured organic reaction records. Task: describe an organic reaction: reactants, conditions, products, and yield The reactants are O=[Si]=O (Celite 545), C(C)(C)(C)OC(=O)N1CC2=CC=CC=C2CC1(C)C(=O)OCC (N-tert-Butyloxycarbonyl-3-ethoxycarbonyl-3-methyl-1,2,3,4-tetrahydroisoquinoline), Cl (HCl), [H-].[Al+3].[Li+].[H-].[H-].[H-] (lithium aluminum hydride). The solvent is O1CCCC1 (tetrahydrofuran). Conditions: time 30 minute. The product is OCC1(N(CC2=CC=CC=C2C1)C)C ((RS)-3-Hydroxymethyl-3-methyl-N-methyl-1,2,3,4-tetrahydroisoquinoline). Isolated yield 99.9%. RXN SMILES: C(O[C:6]([N:8]1[C:17]([C:19](OCC)=[O:20])([CH3:18])[CH2:16][C:15]2[C:10](=[CH:11][CH:12]=[CH:13][CH:14]=2)[CH2:9]1)=O)(C)(C)C.[H-].[Al+3].[Li+].[H-].[H-].[H-].Cl.O=[Si]=O>O1CCCC1>[OH:20][CH2:19][C:17]1([CH3:18])[CH2:16][C:15]2[C:10](=[CH:11][CH:12]=[CH:13][CH:14]=2)[CH2:9][N:8]1[CH3:6] |f:1.2.3.4.5.6|. Procedure details: N-tert-Butyloxycarbonyl-3-ethoxycarbonyl-3-methyl-1,2,3,4-tetrahydroisoquinoline (10 g) was dissolved in 100 mL of tetrahydrofuran and lithium aluminum hydride (3.42g) was added carefully at 0° C. and the mixture was stirred for 30 min. Then, it was refluxed for 3 h and the reaction mixture was poured onto ice portion wise. The mixture was acidified to pH 1 by 2N HCl (2000 mL) and fltered over Celite 545. Volatile components in the resulting clear solution was evaporated in vacuo and after addit...